From a dataset of the Open Reaction Database (ORD), a public repository of structured organic reaction records. describe an organic reaction: reactants, conditions, products, and yield Reactants: [H-].[Na+] (sodium hydride), ClC1=CC(=C(C=C1OC(C)C)N=C=O)F (4-chloro-2-fluoro-5-isopropoxyphenyl isocyanate), Cl (hydrochloric acid), N\C(=C/C(=O)OCC)\C(F)(F)F (ethyl 3-amino-4,4,4-trifluorocrotonate). The solvent is CN(C=O)C (dimethylformamide), C1(=CC=CC=C1)C (toluene), O (water), C1(=CC=CC=C1)C (toluene). Reaction conditions: temperature 0 celsius, time 15 minute. Product: ClC1=CC(=C(C=C1OC(C)C)N1C(NC(=CC1=O)C(F)(F)F)=O)F (3-(4-chloro-2-fluoro-5-isopropoxyphenyl)-6-trifluoromethyl-2,4(1H,3H)-pyrimidinedione). RXN SMILES: [NH2:1]/[C:2](/[C:9]([F:12])([F:11])[F:10])=[CH:3]\[C:4]([O:6]CC)=O.[H-].[Na+].[Cl:15][C:16]1[C:21]([O:22][CH:23]([CH3:25])[CH3:24])=[CH:20][C:19]([N:26]=[C:27]=[O:28])=[C:18]([F:29])[CH:17]=1.Cl>C1(C)C=CC=CC=1.CN(C)C=O.O>[Cl:15][C:16]1[C:21]([O:22][CH:23]([CH3:24])[CH3:25])=[CH:20][C:19]([N:26]2[C:4](=[O:6])[CH:3]=[C:2]([C:9]([F:10])([F:11])[F:12])[NH:1][C:27]2=[O:28])=[C:18]([F:29])[CH:17]=1 |f:1.2|. Reported procedure: A solution of 1.0 g of ethyl 3-amino-4,4,4-trifluorocrotonate in 10 ml of absolute toluene is added dropwise while stirring at 0° C. during 15 minutes to a suspension of 0.24 g of a 55% sodium hydride dispersion in 20 ml of absolute dimethylformamide and the mixture is stirred at 0° C. for 15 minutes. The reaction mixture is subsequently cooled to -30° C. and treated with a solution of 1.26 g of 4-chloro-2-fluoro-5-isopropoxyphenyl isocyanate in 10 ml of absolute toluene. The temperature rises r... Reactants: Cc1onc(-c2ccccc2)c1-c1cn2cc(N)ccc2n1, O=C(O)CC1CC1, CCN(C(C)C)C(C)C, CN(C)C=O. Yields the product Cc1onc(-c2ccccc2)c1-c1cn2cc(NC(=O)CC3CC3)ccc2n1. RXN SMILES: [CH3:1][c:2]1[c:3](-[c:13]2[n:14][c:15]3[n:16]([cH:17][c:18]([NH2:21])[cH:19][cH:20]3)[cH:22]2)[c:4](-[c:7]2[cH:8][cH:9][cH:10][cH:11][cH:12]2)[n:5][o:6]1.[CH:23]1([CH2:26][C:27](=[O:28])[OH:29])[CH2:24][CH2:25]1.[CH:30]([N:31]([CH2:32][CH3:33])[CH:34]([CH3:35])[CH3:36])([CH3:37])[CH3:38].[O:39]=[CH:40][N:41]([CH3:42])[CH3:43]>>[CH3:1][c:2]1[c:3](-[c:13]2[n:14][c:15]3[n:16]([cH:17][c:18]([NH:21][C:27]([CH2:26][CH:23]4[CH2:24][CH2:25]4)=[O:28])[cH:19][cH:20]3)[cH:22]2)[c:4](-[c:7]2[cH:8][cH:9][cH:10][cH:11][cH:12]2)[n:5][o:6]1. The reactants are C[Si](CCOCN(C1=C(C(=NC=2N1N=CC2C=2C=NC(=CC2)C2=CC=CC=C2)N2CC1CCC(C2)N1C(=O)OC(C)(C)C)C(=C)OCC)COCC[Si](C)(C)C)(C)C (tert-butyl 3-(7-(bis((2-(trimethylsilyl)ethoxy)methyl)amino)-6-(1-ethoxyvinyl)-3-(6-phenylpyridin-3-yl)pyrazolo[1,5-a]pyrimidin-5-yl)-3,8-diazabicyclo[3.2.1]octane-8-carboxylate), Cl (HCl). Run in O (H2O). Product: NC1=C(C(=NC=2N1N=CC2C=2C=NC(=CC2)C2=CC=CC=C2)N2CC1CCC(C2)N1)C(C)=O (1-(7-amino-5-(3,8-diazabicyclo[3.2.1]octan-3-yl)-3-(6-phenylpyridin-3-yl)pyrazolo[1,5-a]pyrimidin-6-yl)ethanone). As a reaction SMILES: C[Si](C)(C)CCOC[N:7](COCC[Si](C)(C)C)[C:8]1[N:13]2[N:14]=[CH:15][C:16]([C:17]3[CH:18]=[N:19][C:20]([C:23]4[CH:28]=[CH:27][CH:26]=[CH:25][CH:24]=4)=[CH:21][CH:22]=3)=[C:12]2[N:11]=[C:10]([N:29]2[CH2:35][CH:34]3[N:36](C(OC(C)(C)C)=O)[CH:31]([CH2:32][CH2:33]3)[CH2:30]2)[C:9]=1[C:44]([O:46]CC)=[CH2:45].Cl>O>[NH2:7][C:8]1[N:13]2[N:14]=[CH:15][C:16]([C:17]3[CH:18]=[N:19][C:20]([C:23]4[CH:24]=[CH:25][CH:26]=[CH:27][CH:28]=4)=[CH:21][CH:22]=3)=[C:12]2[N:11]=[C:10]([N:29]2[CH2:35][CH:34]3[NH:36][CH:31]([CH2:32][CH2:33]3)[CH2:30]2)[C:9]=1[C:44](=[O:46])[CH3:45]. Procedure details: The tert-butyl 3-(7-(bis((2-(trimethylsilyl)ethoxy)methyl)amino)-6-(1-ethoxyvinyl)-3-(6-phenylpyridin-3-yl)pyrazolo[1,5-a]pyrimidin-5-yl)-3,8-diazabicyclo[3.2.1]octane-8-carboxylate (31 mg) was treated with 4N HCl in H2O (2 mL) and Dixoane (2 mL) until the disappearance of starting material in LCMS. Concentration afforded crude 1-(7-amino-5-(3,8-diazabicyclo[3.2.1]octan-3-yl)-3-(6-phenylpyridin-3-yl)pyrazolo[1,5-a]pyrimidin-6-yl)ethanone, which was used for next step without further purification...